Task: describe an organic reaction: reactants, conditions, products, and yield. Dataset: the Open Reaction Database (ORD), a public repository of structured organic reaction records Reactants: ClC=1C=NC=C(C1NC=1NC2=C(N1)C=C(C1=C2CC(O1)(C)C)C(=O)O)Cl (2-[(3,5-dichloropyridin-4-yl)amino]-7,7-dimethyl-7,8-dihydro-1H-furo[3,2-e]benzimidazole-5-carboxylic acid), C(CCCC)N (n-pentyl amine), F[B-](F)(F)F.N1(N=NC2=C1C=CC=C2)OC(=[N+](C)C)N(C)C (O-(benzotriazol-1-yl)-N,N,N′,N′-tetramethyluronium tetrafluoroborate), CN1CCOCC1 (N-methyl morpholine). Solvent: C1CCOC1 (THF), CN(C)C=O (DMF). Yields the product ClC=1C=NC=C(C1NC=1NC2=C(N1)C=C(C1=C2CC(O1)(C)C)C(=O)NCCCCC)Cl (2-[(3,5-Dichloropyridin-4-yl)amino]-7,7-dimethyl-N-pentyl-7,8-dihydro-1H-furo[3,2-e]benzimidazole-5-carboxamide). Yield: 20.4%. As a reaction SMILES: [Cl:1][C:2]1[CH:3]=[N:4][CH:5]=[C:6]([Cl:26])[C:7]=1[NH:8][C:9]1[NH:10][C:11]2[C:17]3[CH2:18][C:19]([CH3:22])([CH3:21])[O:20][C:16]=3[C:15]([C:23](O)=[O:24])=[CH:14][C:12]=2[N:13]=1.F[B-](F)(F)F.[N:32]1(OC(N(C)C)=[N+](C)C)[C:36]2C=[CH:38][CH:39]=[CH:40][C:35]=2N=N1.CN1CCOCC1.C(N)CCCC>C1COCC1.CN(C=O)C>[Cl:1][C:2]1[CH:3]=[N:4][CH:5]=[C:6]([Cl:26])[C:7]=1[NH:8][C:9]1[NH:10][C:11]2[C:17]3[CH2:18][C:19]([CH3:21])([CH3:22])[O:20][C:16]=3[C:15]([C:23]([NH:32][CH2:36][CH2:35][CH2:40][CH2:39][CH3:38])=[O:24])=[CH:14][C:12]=2[N:13]=1 |f:1.2|. Reported procedure: The title compound was prepared following the procedure as described for Example-1 using 2-[(3,5-dichloropyridin-4-yl)amino]-7,7-dimethyl-7,8-dihydro-1H-furo[3,2-e]benzimidazole-5-carboxylic acid (Intermediate-3, 0.050 g, 0.127 mmol), O-(benzotriazol-1-yl)-N,N,N′,N′-tetramethyluronium tetrafluoroborate (0.082 g, 0.225 mmol), N-methyl morpholine (0.5 mL), DMF (1.0 mL), THF (5.0 mL) and n-pentyl amine (0.022 g, 0.254 mmol) to afford 0.012 g of the desired product. 1HNMR (DMSO-d6): δ 1.29 (t, J=6.3... The reactants are intermediate 5a, ClC1=CC=C(C(=O)NN)C=C1 (4-chlorobenzoic hydrazide), ClC=1C(=C(C=CC1C#N)N[C@@H](C(=O)O)[C@@H](C)O)C ((2R,3R)-2-(3-chloro-4-cyano-2-methylphenylamino)-3-hydroxybutanoic acid). The product is C(C1=CC=CC=C1)(=O)NN (benzohydrazide), ClC1=CC=C(C(=O)NNC([C@@H]([C@@H](C)O)NC2=C(C(=C(C=C2)C#N)Cl)C)=O)C=C1 (4-Chloro-N′-((2R,3R)-2-(3-chloro-4-cyano-2-methylphenylamino)-3-hydroxybutanoyl)benzohydrazide). Isolated yield 168.6%. As a reaction SMILES: [Cl:1][C:2]1[CH:11]=[CH:10][C:5]([C:6]([NH:8][NH2:9])=[O:7])=[CH:4][CH:3]=1.[Cl:12][C:13]1[C:14]([CH3:29])=[C:15]([NH:21][C@H:22]([C@H:26]([OH:28])[CH3:27])[C:23](O)=[O:24])[CH:16]=[CH:17][C:18]=1[C:19]#[N:20]>>[C:6]([NH:8][NH2:9])(=[O:7])[C:5]1[CH:10]=[CH:11][CH:2]=[CH:3][CH:4]=1.[Cl:1][C:2]1[CH:11]=[CH:10][C:5]([C:6]([NH:8][NH:9][C:23](=[O:24])[C@H:22]([NH:21][C:15]2[CH:16]=[CH:17][C:18]([C:19]#[N:20])=[C:13]([Cl:12])[C:14]=2[CH3:29])[C@H:26]([OH:28])[CH3:27])=[O:7])=[CH:4][CH:3]=1. Reported procedure: 4-Chloro-N′(2R,3R)-2-(3-chloro-4-cyano-2-methylphenylamino)-3-hydroxybutanoyl)benzohydrazide was prepared using 4-chlorobenzoic hydrazide (4.42 mmol, 1.1 equiv.) and (2R,3R)-2-(3-chloro-4-cyano-2-methylphenylamino)-3-hydroxybutanoic acid (4.02 mmol, 1.0 equiv.) according to the procedure as described for intermediate 5a. The crude off-white solid was recrystallized using hot methylene chloride to provide the desired product as a white solid (1.57 g, 93% yield). Other data: 1H NMR (400 MHz, aceto... Starting materials: Cl, C1CCOC1, O, CC1(C)OC2C(COP(=O)(OCc3ccccc3)OCc3ccccc3)OC(n3ccnc(C(N)=O)c3=O)C2O1. Product: NC(=O)c1nccn(C2OC(COP(=O)(OCc3ccccc3)OCc3ccccc3)C(O)C2O)c1=O. RXN SMILES: [ClH:41].[O:42]1[CH2:43][CH2:44][CH2:45][CH2:46]1.[OH2:47].[P:1](=[O:2])([O:3][CH2:4][CH:5]1[O:6][CH:7]([n:15]2[c:16](=[O:24])[c:17]([C:21](=[O:22])[NH2:23])[n:18][cH:19][cH:20]2)[CH:8]2[O:9][C:10]([CH3:13])([CH3:14])[O:11][CH:12]12)([O:25][CH2:26][c:27]1[cH:28][cH:29][cH:30][cH:31][cH:32]1)[O:33][CH2:34][c:35]1[cH:36][cH:37][cH:38][cH:39][cH:40]1>>[P:1](=[O:2])([O:3][CH2:4][CH:5]1[O:6][CH:7]([n:15]2[c:16](=[O:24])[c:17]([C:21](=[O:22])[NH2:23])[n:18][cH:19][cH:20]2)[CH:8]([OH:9])[CH:12]1[OH:11])([O:25][CH2:26][c:27]1[cH:28][cH:29][cH:30][cH:31][cH:32]1)[O:33][CH2:34][c:35]1[cH:36][cH:37][cH:38][cH:39][cH:40]1. Reactants: C(=C)C1=CC=C(C=C1)B(O)O (4-vinyl-phenyl boronic acid), C(C)(C)(C)P (t-butylphosphine), ClC1=C(C=CC=C1)C1=NC=CC=C1 (2-(2-chloro-phenyl)pyridine), F[K] (fluoro-potassium). Reagents/catalysts: C(C1=CC=CC=C1)=CC(=O)C=CC1=CC=CC=C1.C(C1=CC=CC=C1)=CC(=O)C=CC1=CC=CC=C1.C(C1=CC=CC=C1)=CC(=O)C=CC1=CC=CC=C1.[Pd] (palladium tris(dibenzylidene acetone)). Solvent: O1CCOCC1 (1,4-dioxane). Conditions: temperature 80 celsius. The product is C(=C)C1=CC=C(C=C1)C1=C(C=CC=C1)C1=NC=CC=C1 (2-(4′-vinyl-biphenyl-2-yl)pyridine). Isolated yield 50.0%. Reaction SMILES: [CH:1]([C:3]1[CH:8]=[CH:7][C:6](B(O)O)=[CH:5][CH:4]=1)=[CH2:2].Cl[C:13]1[CH:18]=[CH:17][CH:16]=[CH:15][C:14]=1[C:19]1[CH:24]=[CH:23][CH:22]=[CH:21][N:20]=1.F[K].C(P)(C)(C)C>C(=CC(C=CC1C=CC=CC=1)=O)C1C=CC=CC=1.C(=CC(C=CC1C=CC=CC=1)=O)C1C=CC=CC=1.C(=CC(C=CC1C=CC=CC=1)=O)C1C=CC=CC=1.[Pd].O1CCOCC1>[CH:1]([C:3]1[CH:8]=[CH:7][C:6]([C:13]2[CH:18]=[CH:17][CH:16]=[CH:15][C:14]=2[C:19]2[CH:24]=[CH:23][CH:22]=[CH:21][N:20]=2)=[CH:5][CH:4]=1)=[CH2:2] |f:4.5.6.7|. Reported procedure: This Example was carried out in the same manner as Example 10, except that 23.42 g (0.158 mol) of 4-vinyl-phenyl boronic acid, 20.0 g (0.1055 mol) of 2-(2-chloro-phenyl)pyridine, 500□ of 1,4-dioxane, 27.54 g (0.474 mol, 3.3 equivalent) of fluoro-potassium, 1.69 g (0.0084 mol, 5.3 mol %) of t-butylphosphine [P( t-Bu)3)], and 2.6 g (0.0028 mol, 1.8 mol %) of palladium tris(dibenzylidene acetone) [Pd2(dba)3] were used. Finally, after the resulting solution was heated to reflux at 80° C. for 24 hour... Reactants: COC(C(C(=O)O)(F)F)(F)F (3-methoxytetrafluoropropionic acid), P(Cl)(Cl)(Cl)(Cl)Cl (phosphorous pentachloride). Yields the product COC(C(C(=O)Cl)(F)F)(F)F (3-methoxytetrafluoropropionyl chloride). The yield is 95.1%. RXN SMILES: [CH3:1][O:2][C:3]([F:11])([F:10])[C:4]([F:9])([F:8])[C:5](O)=[O:6].P(Cl)(Cl)(Cl)(Cl)[Cl:13]>>[CH3:1][O:2][C:3]([F:11])([F:10])[C:4]([F:9])([F:8])[C:5]([Cl:13])=[O:6]. Procedure: A mixture of 47.4 g 3-methoxytetrafluoropropionic acid and 67.3 g phosphorous pentachloride was heated and the contents distilled to obtain a pale yellow liquid boiling to 102°. Redistillation of this liquid yielded 49.8 g (95.2%) 3-methoxytetrafluoropropionyl chloride, b.p. 84°-86°. Reactants: [Al], Cc1ccccc1, C[Al](C)C, Nc1ccccc1Cl, COC(=O)CCc1c(-c2ccccc2Cl)cc(Cl)nc1Cl, ClCCl, Cl, O. Product: O=C(CCc1c(-c2ccccc2Cl)cc(Cl)nc1Cl)Nc1ccccc1Cl. RXN SMILES: [Al:42].[CH3:13][c:14]1[cH:15][cH:16][cH:17][cH:18][cH:19]1.[CH3:9][Al:10]([CH3:11])[CH3:12].[Cl:1][c:2]1[c:3]([NH2:4])[cH:5][cH:6][cH:7][cH:8]1.[Cl:20][c:21]1[n:22][c:23]([Cl:40])[cH:24][c:25](-[c:33]2[c:34]([Cl:39])[cH:35][cH:36][cH:37][cH:38]2)[c:26]1[CH2:27][CH2:28][C:29](=[O:30])[O:31][CH3:32].[Cl:43][CH2:44][Cl:45].[ClH:41].[OH2:46]>>[Cl:1][c:2]1[c:3]([NH:4][C:29]([CH2:28][CH2:27][c:26]2[c:21]([Cl:20])[n:22][c:23]([Cl:40])[cH:24][c:25]2-[c:33]2[c:34]([Cl:39])[cH:35][cH:36][cH:37][cH:38]2)=[O:30])[cH:5][cH:6][cH:7][cH:8]1.